Task: describe an organic reaction: reactants, conditions, products, and yield. Dataset: the Open Reaction Database (ORD), a public repository of structured organic reaction records Reactants: COc1c(C=O)cc(S(N)(=O)=O)cc1-c1cccc(Cl)c1, O=C(Cl)CCc1ccccc1. Yields the product COc1c(C=O)cc(S(=O)(=O)NC(=O)CCc2ccccc2)cc1-c1cccc(Cl)c1. Reaction SMILES: [Cl:1][c:2]1[cH:3][c:4](-[c:8]2[cH:9][c:10]([S:18](=[O:19])(=[O:20])[NH2:21])[cH:11][c:12]([CH:16]=[O:17])[c:13]2[O:14][CH3:15])[cH:5][cH:6][cH:7]1.[c:22]1([CH2:28][CH2:29][C:30](=[O:31])[Cl:32])[cH:23][cH:24][cH:25][cH:26][cH:27]1>>[Cl:1][c:2]1[cH:3][c:4](-[c:8]2[cH:9][c:10]([S:18](=[O:19])(=[O:20])[NH:21][C:30]([CH2:29][CH2:28][c:22]3[cH:23][cH:24][cH:25][cH:26][cH:27]3)=[O:31])[cH:11][c:12]([CH:16]=[O:17])[c:13]2[O:14][CH3:15])[cH:5][cH:6][cH:7]1. The reactants are C=CCOc1cccc(C=O)c1, NC1CCCc2ccccc21. Product: C=CCOc1cccc(CNC2CCCc3ccccc32)c1. Reaction SMILES: [CH2:1]([CH:2]=[CH2:3])[O:4][c:5]1[cH:6][c:7]([CH:8]=[O:9])[cH:10][cH:11][cH:12]1.[CH:13]1([NH2:23])[CH2:14][CH2:15][CH2:16][c:17]2[cH:18][cH:19][cH:20][cH:21][c:22]21>>[CH2:1]([CH:2]=[CH2:3])[O:4][c:5]1[cH:6][c:7]([CH2:8][NH:23][CH:13]2[CH2:14][CH2:15][CH2:16][c:17]3[cH:18][cH:19][cH:20][cH:21][c:22]32)[cH:10][cH:11][cH:12]1.